Task: describe an organic reaction: reactants, conditions, products, and yield. Dataset: the Open Reaction Database (ORD), a public repository of structured organic reaction records Reactants: C(C)[SiH](CC)CC (Triethylsilane), FC(C(=O)O)(F)F (trifluoroacetic acid), ClC1=CC=C(C=C1)C(C1=CNC2=NC=C(C=C21)NC(C2=C(C(=CC=C2F)NS(=O)(=O)CCC)F)=O)O (N-(3-((4-chlorophenyl)(hydroxy)methyl)-1H-pyrrolo[2,3-b]pyridin-5-yl)-2,6-difluoro-3-(propylsulfonamido)benzamide). Solvent: CC#N (CH3CN). Conditions: temperature 80 celsius. Product: ClC1=CC=C(CC2=CNC3=NC=C(C=C32)NC(C3=C(C(=CC=C3F)NS(=O)(=O)CCC)F)=O)C=C1 (N-(3-(4-chlorobenzyl)-1H-pyrrolo[2,3-b]pyridin-5-yl)-2,6-difluoro-3-(propylsulfonamido)benzamide). The yield is 85.6%. RXN SMILES: C([SiH](CC)CC)C.FC(F)(F)C(O)=O.[Cl:15][C:16]1[CH:21]=[CH:20][C:19]([CH:22](O)[C:23]2[C:31]3[C:26](=[N:27][CH:28]=[C:29]([NH:32][C:33](=[O:49])[C:34]4[C:39]([F:40])=[CH:38][CH:37]=[C:36]([NH:41][S:42]([CH2:45][CH2:46][CH3:47])(=[O:44])=[O:43])[C:35]=4[F:48])[CH:30]=3)[NH:25][CH:24]=2)=[CH:18][CH:17]=1>CC#N>[Cl:15][C:16]1[CH:17]=[CH:18][C:19]([CH2:22][C:23]2[C:31]3[C:26](=[N:27][CH:28]=[C:29]([NH:32][C:33](=[O:49])[C:34]4[C:39]([F:40])=[CH:38][CH:37]=[C:36]([NH:41][S:42]([CH2:45][CH2:46][CH3:47])(=[O:44])=[O:43])[C:35]=4[F:48])[CH:30]=3)[NH:25][CH:24]=2)=[CH:20][CH:21]=1. Reported procedure: Triethylsilane (0.0590 mL, 0.355 mmol) and trifluoroacetic acid (“TFA”; 0.0180 mL, 0.234 mmol) were added to N-(3-((4-chlorophenyl)(hydroxy)methyl)-1H-pyrrolo[2,3-b]pyridin-5-yl)-2,6-difluoro-3-(propylsulfonamido)benzamide (0.005 g, 0.009 mmol) in CH3CN (1 mL). The solution was warmed to 80° C. for 10 minutes. The solution was cooled and concentrated under reduced pressure to provide N-(3-(4-chlorobenzyl)-1H-pyrrolo[2,3-b]pyridin-5-yl)-2,6-difluoro-3-(propylsulfonamido)benzamide (4 mg, 82.5%). 1... Product: CC1(OC2=C(O1)C(=C1C(OC(O1)(C)C)=C2)C(C2=C1C(OC(O1)(C)C)=CC1=C2OC(O1)(C)C)C1=C2C(OC(O2)(C)C)=CC2=C1OC(O2)(C)C)C (Tris(2,2,6,6-tetramethyl-benzo[1,2-d:4,5-d']bis(1,3)-dioxole-4-yl)methane). Run in C(C)#N (acetonitrile). As a reaction SMILES: C[Si](Cl)(C)C.[I-].[Na+].[CH3:8][C:9]1([CH3:57])[O:13][C:12]2[C:14]([C:23]([C:41]3[C:51]4[O:52][C:53]([CH3:56])([CH3:55])[O:54][C:50]=4[CH:49]=[C:43]4[O:44][C:45]([CH3:48])([CH3:47])[O:46][C:42]=34)([C:25]3[C:35]4[O:36][C:37]([CH3:40])([CH3:39])[O:38][C:34]=4[CH:33]=[C:27]4[O:28][C:29]([CH3:32])([CH3:31])[O:30][C:26]=34)O)=[C:15]3[O:19][C:18]([CH3:21])([CH3:20])[O:17][C:16]3=[CH:22][C:11]=2[O:10]1.[Al].[O-]S([O-])(=S)=O.[Na+].[Na+]>C(#N)C>[CH3:39][C:37]1([CH3:40])[O:36][C:35]2[C:25]([CH:23]([C:14]3[C:12]4[O:13][C:9]([CH3:57])([CH3:8])[O:10][C:11]=4[CH:22]=[C:16]4[O:17][C:18]([CH3:21])([CH3:20])[O:19][C:15]=34)[C:41]3[C:42]4[O:46][C:45]([CH3:47])([CH3:48])[O:44][C:43]=4[CH:49]=[C:50]4[O:54][C:53]([CH3:55])([CH3:56])[O:52][C:51]=34)=[C:26]3[O:30][C:29]([CH3:31])([CH3:32])[O:28][C:27]3=[CH:33][C:34]=2[O:38]1 |f:1.2,5.6.7|. Yield: 88.6%. Reactants: [Al] (aluminum), [O-]S(=O)(=S)[O-].[Na+].[Na+] (Na2S2O3), C[Si](C)(C)Cl (Trimethylsilyl chloride), [I-].[Na+] (sodium iodide), CC1(OC2=C(O1)C(=C1C(OC(O1)(C)C)=C2)C(O)(C2=C1C(OC(O1)(C)C)=CC1=C2OC(O1)(C)C)C1=C2C(OC(O2)(C)C)=CC2=C1OC(O2)(C)C)C (tris(2,2,6,6-tetramethylbenzo[1,2-d:4,5-d']-bis(1,3)dioxole-4-yl)methanol). Reported procedure: Trimethylsilyl chloride (68.1 mL, 539 mmol) and sodium iodide (81.0 g, 540 mmol) were mixed in acetonitrile (500 mL), and tris(2,2,6,6-tetramethylbenzo[1,2-d:4,5-d']-bis(1,3)dioxole-4-yl)methanol (62.4 g, 90.2 mmol, Example 44) and was added with efficient stirring at room temperature. The reaction flask was surrounded with aluminum foil to prevent light to enter. After stirring for 24 h, the reaction mixture was poured into 2 L of a Na2S2O3 solution (70 g of Na2 S2O3 ×5H2O in 2 L of water). A y... The reactants are ICI (diiodomethane), C1=CC=CC=2C3=CC=CC=C3C(C12)COC(=O)N[C@@]1([C@@H]2[C@H]([C@@H]2C(C1)=C)C(=O)OCC)C(=O)OCC (diethyl (1S,2S,5R,6S)-2-(9H-fluoren-9-ylmethoxycarbonylamino)-4-methylene-bicyclo[3.1.0]hexane-2,6-dicarboxylate), FC(C(=O)O)(F)F (trifluoroacetic acid), C(C)[Zn]CC (diethyl zinc), heptanes. The solvent is ClCCl (dichloromethane), ClCCl (dichloromethane), ClCCl (dichloromethane), ClCCl (dichloromethane). Conditions: temperature 2.5 celsius, time 10 minute. Product: C1=CC=CC=2C3=CC=CC=C3C(C12)COC(=O)N[C@@]1([C@@H]2[C@H]([C@@H]2C2(CC2)C1)C(=O)OCC)C(=O)OCC (Diethyl (1S,2S,5R,6S)-2-(9H-fluoren-9-ylmethoxycarbonylamino)spiro[bicyclo[3.1.0]hexane-4,1′-cyclopropane]-2,6-dicarboxylate). Yield: 91.4%. RXN SMILES: F[C:2](F)(F)C(O)=O.C([Zn]CC)C.ICI.[CH:16]1[C:28]2[CH:27]([CH2:29][O:30][C:31]([NH:33][C@@:34]3([C:46]([O:48][CH2:49][CH3:50])=[O:47])[CH2:39][C:38](=[CH2:40])[C@@H:37]4[C@H:35]3[C@H:36]4[C:41]([O:43][CH2:44][CH3:45])=[O:42])=[O:32])[C:26]3[C:21](=[CH:22][CH:23]=[CH:24][CH:25]=3)[C:20]=2[CH:19]=[CH:18][CH:17]=1>ClCCl>[CH:25]1[C:26]2[CH:27]([CH2:29][O:30][C:31]([NH:33][C@@:34]3([C:46]([O:48][CH2:49][CH3:50])=[O:47])[CH2:39][C:38]4([CH2:2][CH2:40]4)[C@@H:37]4[C@H:35]3[C@H:36]4[C:41]([O:43][CH2:44][CH3:45])=[O:42])=[O:32])[C:28]3[C:20](=[CH:19][CH:18]=[CH:17][CH:16]=3)[C:21]=2[CH:22]=[CH:23][CH:24]=1. Procedure: Add a solution of trifluoroacetic acid (2.66 g, 23.3 mmol) in dichloromethane (11.7 mL) dropwise over 5 minutes to a stirred solution of diethyl zinc 1M in heptanes (23.3 mL, 23.3 mmol) in dichloromethane (11.7 mL) cooled to 0-5° C. under nitrogen (exothermic reaction). After 10 minutes, add a solution of diiodomethane (6.25 g, 23.3 mmol) in dichloromethane (11.7 mL). After 10 minutes, add a solution of diethyl (1S,2S,5R,6S)-2-(9H-fluoren-9-ylmethoxycarbonylamino)-4-methylene-bicyclo[3.1.0]hexan...